Dataset: the Open Reaction Database (ORD), a public repository of structured organic reaction records. Task: describe an organic reaction: reactants, conditions, products, and yield Reactants: COC(CCC1=CC(=CC=C1)CNCC1=CC=C(C=C1)C1=NC=CN=C1)=O (3-{3-[(4-pyrazin-2-yl-benzylamino)-methyl]-phenyl}-propionic acid methyl ester), Cl.N1=CC(=CC=C1)S(=O)(=O)Cl (pyridine-3-sulfonyl chloride hydrochloride). Solvent: C(C)N(CC)CC (triethylamine). Product: COC(CCC1=CC(=CC=C1)CN(S(=O)(=O)C=1C=NC=CC1)CC1=CC=C(C=C1)C1=NC=CN=C1)=O (3-(3-{[(4-Pyrazin-2-yl-benzyl)-(pyridine-3-sulfonyl)-amino]-methyl}-phenyl)-propionic acid methyl ester). Reaction SMILES: [CH3:1][O:2][C:3](=[O:27])[CH2:4][CH2:5][C:6]1[CH:11]=[CH:10][CH:9]=[C:8]([CH2:12][NH:13][CH2:14][C:15]2[CH:20]=[CH:19][C:18]([C:21]3[CH:26]=[N:25][CH:24]=[CH:23][N:22]=3)=[CH:17][CH:16]=2)[CH:7]=1.Cl.[N:29]1[CH:34]=[CH:33][CH:32]=[C:31]([S:35](Cl)(=[O:37])=[O:36])[CH:30]=1>C(N(CC)CC)C>[CH3:1][O:2][C:3](=[O:27])[CH2:4][CH2:5][C:6]1[CH:11]=[CH:10][CH:9]=[C:8]([CH2:12][N:13]([CH2:14][C:15]2[CH:20]=[CH:19][C:18]([C:21]3[CH:26]=[N:25][CH:24]=[CH:23][N:22]=3)=[CH:17][CH:16]=2)[S:35]([C:31]2[CH:30]=[N:29][CH:34]=[CH:33][CH:32]=2)(=[O:37])=[O:36])[CH:7]=1 |f:1.2|. Reported procedure: The title compound of Step B was prepared from 3-{3-[(4-pyrazin-2-yl-benzylamino)-methyl]-phenyl}-propionic acid methyl ester, of Step A, and pyridine-3-sulfonyl chloride hydrochloride, of Preparation 2, following the method described in Example 1, Step B using triethylamine in place of N,N-diisopropylethylamine. 1H NMR (400 MHz, CDCl3) δ 9.06 (s, 1H), 8.99 (s, 1H), 8.80 (d, 1H), 8.62 (s, 1H), 8.51 (d, 1H), 8.06 (m, 1H), 7.89 (d, 2H), 7.43 (m, 1H), 7.23 (m, 2H), 7.15 (m, 1H), 7.06 (d, 1H), 6.92 ... Reactants: BrC1=CC=C(C=C1)C1=C(C(=NO1)C)C(C(=O)N[C@H](C)C1=CC=CC=C1)O (2-[5-(4-bromo-phenyl)-3-methyl-isoxazol-4-yl]-2-hydroxy-N-((R)-1-phenyl-ethyl)-acetamide), C(C)OC(=O)C1(CC1)C1=CC=C(C=C1)B1OC(C(O1)(C)C)(C)C (1-[4-(4,4,5,5-tetramethyl-[1,3,2]dioxaborolan-2-yl)-phenyl]-cyclopropanecarboxylic acid ethyl ester). Product: C(C)OC(=O)C1(CC1)C1=CC=C(C=C1)C1=CC=C(C=C1)C1=C(C(=NO1)C)C(C(N[C@H](C)C1=CC=CC=C1)=O)O (1-(4′-{4-[Hydroxy-((R)-1-phenyl-ethylcarbamoyl)-methyl]-3-methyl-isoxazol-5-yl}-biphenyl-4-yl)-cyclopropanecarboxylic acid ethyl ester). Reaction SMILES: Br[C:2]1[CH:7]=[CH:6][C:5]([C:8]2[O:12][N:11]=[C:10]([CH3:13])[C:9]=2[CH:14]([OH:26])[C:15]([NH:17][C@@H:18]([C:20]2[CH:25]=[CH:24][CH:23]=[CH:22][CH:21]=2)[CH3:19])=[O:16])=[CH:4][CH:3]=1.[CH2:27]([O:29][C:30]([C:32]1([C:35]2[CH:40]=[CH:39][C:38](B3OC(C)(C)C(C)(C)O3)=[CH:37][CH:36]=2)[CH2:34][CH2:33]1)=[O:31])[CH3:28]>>[CH2:27]([O:29][C:30]([C:32]1([C:35]2[CH:40]=[CH:39][C:38]([C:2]3[CH:7]=[CH:6][C:5]([C:8]4[O:12][N:11]=[C:10]([CH3:13])[C:9]=4[CH:14]([OH:26])[C:15](=[O:16])[NH:17][C@@H:18]([C:20]4[CH:25]=[CH:24][CH:23]=[CH:22][CH:21]=4)[CH3:19])=[CH:4][CH:3]=3)=[CH:37][CH:36]=2)[CH2:33][CH2:34]1)=[O:31])[CH3:28]. Reported procedure: Prepared according to the procedure described in Example 108, Step 2, using 2-[5-(4-bromo-phenyl)-3-methyl-isoxazol-4-yl]-2-hydroxy-N-((R)-1-phenyl-ethyl)-acetamide and 1-[4-(4,4,5,5-tetramethyl-[1,3,2]dioxaborolan-2-yl)-phenyl]-cyclopropanecarboxylic acid ethyl ester.